From a dataset of the Open Reaction Database (ORD), a public repository of structured organic reaction records. describe an organic reaction: reactants, conditions, products, and yield Starting materials: solution, [H-].[Al+3].[Li+].[H-].[H-].[H-] (lithium aluminium hydride), C(C)OC(=O)C=1N=C(OC1COC1OCCCC1)C1=CC=C(C=C1)OC (2-(4-Methoxy-phenyl)-5-(tetrahydro-pyran-2-yloxymethyl)-oxazole-4-carboxylic acid ethyl ester). Yields the product COC1=CC=C(C=C1)C=1OC(=C(N1)CO)COC1OCCCC1 ([2-(4-Methoxy-phenyl)-5-(tetrahydro-pyran-2-yloxymethyl)-oxazol-4-yl]-methanol). Procedure details: 5.3 g 2-(4-Methoxy-phenyl)-5-(tetrahydro-pyran-2-yloxymethyl)-oxazole-4-carboxylic acid ethyl ester were dissolved in 100 ml tetrahydrofuran and cooled in an ice bath. 21.8 ml of a one molar solution of lithium aluminium hydride in tetrahydrofuran were added. The cooling bath was removed and the reaction mixture stirred at room temperature for thirty minutes. The reaction mixture was cooled in an ice bath again and sequentially added 6 ml water, 12 ml 15% NaOH and 18 ml water. After being stirre... Reaction SMILES: C([O:3][C:4]([C:6]1[N:7]=[C:8]([C:19]2[CH:24]=[CH:23][C:22]([O:25][CH3:26])=[CH:21][CH:20]=2)[O:9][C:10]=1[CH2:11][O:12][CH:13]1[CH2:18][CH2:17][CH2:16][CH2:15][O:14]1)=O)C.[H-].[Al+3].[Li+].[H-].[H-].[H-]>O1CCCC1>[CH3:26][O:25][C:22]1[CH:21]=[CH:20][C:19]([C:8]2[O:9][C:10]([CH2:11][O:12][CH:13]3[CH2:18][CH2:17][CH2:16][CH2:15][O:14]3)=[C:6]([CH2:4][OH:3])[N:7]=2)=[CH:24][CH:23]=1 |f:1.2.3.4.5.6|. Yield: 64.1%. Solvent: O1CCCC1 (tetrahydrofuran), O1CCCC1 (tetrahydrofuran). Product: C(C1=CC=CC=C1)N1C(CC(C[C@H]1CC1=CC=CC=C1)=O)=O ((6R)-1,6-Dibenzyl-2,4-piperidinedione). As a reaction SMILES: [CH2:1]([N:8]1[C@H:13]([CH2:14][C:15]2[CH:20]=[CH:19][CH:18]=[CH:17][CH:16]=2)[CH2:12][C:11](=[O:21])[CH:10](C(OC)=O)[C:9]1=[O:26])[C:2]1[CH:7]=[CH:6][CH:5]=[CH:4][CH:3]=1.C(O)(=O)C.C(=O)([O-])[O-].[Na+].[Na+]>C1(C)C=CC=CC=1>[CH2:1]([N:8]1[C@H:13]([CH2:14][C:15]2[CH:16]=[CH:17][CH:18]=[CH:19][CH:20]=2)[CH2:12][C:11](=[O:21])[CH2:10][C:9]1=[O:26])[C:2]1[CH:3]=[CH:4][CH:5]=[CH:6][CH:7]=1 |f:2.3.4|. The solvent is C1(=CC=CC=C1)C (toluene), ice water. Starting materials: C(C1=CC=CC=C1)N1C(C(C(C[C@H]1CC1=CC=CC=C1)=O)C(=O)OC)=O (methyl (6R)-1,6-dibenzyl-2,4-dioxo3-piperidine carboxylate), C(C)(=O)O (acetic acid), solid, C([O-])([O-])=O.[Na+].[Na+] (sodium carbonate). Reported procedure: A solution of 106.1 g (0.301 mol) of methyl (6R)-1,6-dibenzyl-2,4-dioxo3-piperidine carboxylate in 298 ml of toluene and 445 ml of 10% strength (vol/vol) acetic acid is heated at 80° for 21/2 hours. The reaction mixture is cooled to room temperature, neutralised by adding 48 g of solid sodium carbonate while cooling in ice-water, the phases are separated, and the aqueous phase is extracted once more with 300 ml of ethyl acetate. The combined organic phases are washed with water, then with brine ... Reactants: NC1=C(C=CC=C1)S (2-Aminothiophenol), [H-].[Na+] (sodium hydride), FC1=C(C#N)C=C(C=C1)[N+](=O)[O-] (2-fluoro-5-nitrobenzonitrile). Run in CN(C)C=O (DMF), CN(C)C=O (DMF). Reaction conditions: time 30 minute. Yields the product NC1=C(C=CC=C1)SC1=C(C#N)C=C(C=C1)[N+](=O)[O-] (2-(2-Aminophenylthio)-5-nitrobenzonitrile). As a reaction SMILES: [NH2:1][C:2]1[CH:7]=[CH:6][CH:5]=[CH:4][C:3]=1[SH:8].[H-].[Na+].F[C:12]1[CH:19]=[CH:18][C:17]([N+:20]([O-:22])=[O:21])=[CH:16][C:13]=1[C:14]#[N:15]>CN(C=O)C>[NH2:1][C:2]1[CH:7]=[CH:6][CH:5]=[CH:4][C:3]=1[S:8][C:12]1[CH:19]=[CH:18][C:17]([N+:20]([O-:22])=[O:21])=[CH:16][C:13]=1[C:14]#[N:15] |f:1.2|. Procedure: 2-Aminothiophenol (6.26 g, 50 mmol) was added to a mixture of sodium hydride (2.0 g of 60% oil dispersion, 50 mmol) in DMF (100 ml) at 0° under nitrogen. After stirring for 30 minutes at 0°, 2-fluoro-5-nitrobenzonitrile (8.3 g, 50 mmol) in DMF (20 ml) was added and the mixture kept at room temperature overnight. The reaction mixture was evaporated and azeotroped with toluene, then the residue was partitioned between chloroform and water and the layers separated. Drying (sodium sulphate) and evap... The reactants are ClC=1C=C(C=C(C1O)C)C[C@H](C(=O)O)NC(=O)N1CCC(CC1)N1C(NC2=C(CC1)C=CC=C2)=O ((R)-3-(3-chloro-4-hydroxy-5-methyl-phenyl)-2-{[4-(2-oxo-1,2,4,5-tetrahydro-1,3-benzodiazepin-3-yl)-piperidine-1-carbonyl]-amino}-propionic acid), O1CCC(CC1)N1CCNCC1 (1-(tetrahydropyran-4-yl)-piperazine). The product is O=C1NC2=C(CCN1C1CCN(CC1)C(=O)[O-])C=CC=C2.ClC=2C=C(C[C@H](C(N1CCN(CC1)C1CCOCC1)=O)[NH-])C=C(C2O)C ({(R)-1-(3-chloro-4-hydroxy-5-methyl-benzyl)-2-oxo-2-[4-(tetrahydropyran-4-yl)-piperazin-1-yl]-ethyl}-amide 4-(2-oxo-1,2,4,5-tetrahydro-1,3-benzodiazepin-3-yl)-piperidine-1-carboxylate). As a reaction SMILES: [Cl:1][C:2]1[CH:3]=[C:4]([CH2:10][C@@H:11]([NH:15][C:16]([N:18]2[CH2:23][CH2:22][CH:21]([N:24]3[CH2:30][CH2:29][C:28]4[CH:31]=[CH:32][CH:33]=[CH:34][C:27]=4[NH:26][C:25]3=[O:35])[CH2:20][CH2:19]2)=[O:17])[C:12]([OH:14])=O)[CH:5]=[C:6]([CH3:9])[C:7]=1[OH:8].[O:36]1[CH2:41][CH2:40][CH:39]([N:42]2[CH2:47][CH2:46][NH:45][CH2:44][CH2:43]2)[CH2:38][CH2:37]1>>[O:35]=[C:25]1[N:24]([CH:21]2[CH2:22][CH2:23][N:18]([C:16]([O-:17])=[O:36])[CH2:19][CH2:20]2)[CH2:30][CH2:29][C:28]2[CH:31]=[CH:32][CH:33]=[CH:34][C:27]=2[NH:26]1.[Cl:1][C:2]1[CH:3]=[C:4]([CH:5]=[C:6]([CH3:9])[C:7]=1[OH:8])[CH2:10][C@@H:11]([NH-:15])[C:12](=[O:14])[N:45]1[CH2:44][CH2:43][N:42]([CH:39]2[CH2:40][CH2:41][O:36][CH2:37][CH2:38]2)[CH2:47][CH2:46]1 |f:2.3|. Procedure details: Prepared analogously to Example 7i from 70 mg (0.14 mmol) (R)-3-(3-chloro-4-hydroxy-5-methyl-phenyl)-2-{[4-(2-oxo-1,2,4,5-tetrahydro-1,3-benzodiazepin-3-yl)-piperidine-1-carbonyl]-amino}-propionic acid and 27.4 mg (0.16 mmol) 1-(tetrahydropyran-4-yl)-piperazine. The reactants are Cc1c(I)cc(Cl)cc1N1CCN(C(=O)OC(C)(C)C)CC1, CC(C)(C)[O-], NCCN1CCCC1, N#N, [Na+], O=C(C=Cc1ccccc1)C=Cc1ccccc1, O=C(C=Cc1ccccc1)C=Cc1ccccc1, O=C(C=Cc1ccccc1)C=Cc1ccccc1, C1COCCO1, [Pd], [Pd]. The product is Cc1c(NCCN2CCCC2)cc(Cl)cc1N1CCN(C(=O)OC(C)(C)C)CC1. RXN SMILES: [C:1]([CH3:2])([CH3:3])([CH3:4])[O:5][C:6](=[O:7])[N:8]1[CH2:9][CH2:10][N:11]([c:14]2[c:15]([CH3:22])[c:16]([I:21])[cH:17][c:18]([Cl:20])[cH:19]2)[CH2:12][CH2:13]1.[CH3:33][C:34]([CH3:35])([O-:36])[CH3:37].[N:23]1([CH2:28][CH2:29][NH2:30])[CH2:24][CH2:25][CH2:26][CH2:27]1.[N:31]#[N:32].[Na+:38].[O:41]=[C:42]([CH:43]=[CH:44][c:45]1[cH:46][cH:47][cH:48][cH:49][cH:50]1)[CH:51]=[CH:52][c:53]1[cH:54][cH:55][cH:56][cH:57][cH:58]1.[O:59]=[C:60]([CH:61]=[CH:62][c:63]1[cH:64][cH:65][cH:66][cH:67][cH:68]1)[CH:69]=[CH:70][c:71]1[cH:72][cH:73][cH:74][cH:75][cH:76]1.[O:77]=[C:78]([CH:79]=[CH:80][c:81]1[cH:82][cH:83][cH:84][cH:85][cH:86]1)[CH:87]=[CH:88][c:89]1[cH:90][cH:91][cH:92][cH:93][cH:94]1.[O:95]1[CH2:96][CH2:97][O:98][CH2:99][CH2:100]1.[Pd:39].[Pd:40]>>[C:1]([CH3:2])([CH3:3])([CH3:4])[O:5][C:6](=[O:7])[N:8]1[CH2:9][CH2:10][N:11]([c:14]2[c:15]([CH3:22])[c:16]([NH:30][CH2:29][CH2:28][N:23]3[CH2:24][CH2:25][CH2:26][CH2:27]3)[cH:17][c:18]([Cl:20])[cH:19]2)[CH2:12][CH2:13]1.